This data is from the Open Reaction Database (ORD), a public repository of structured organic reaction records. The task is: describe an organic reaction: reactants, conditions, products, and yield Procedure: General methods for synthesis of compounds 1-3 and 7-17. 31P (101 MHz) and 1H NMR (250 MHz): Bruker AC250; the residual solvent peaks were used as internal standard for the 1H NMR spectra, phosphoric acid was used as external standard for the 31P NMR spectra. All 31P NMR spectra were recorded in the proton-decoupled mode. Chemical shifts are given in δ (ppm) and coupling constants, J, are in Hz. Column chromatography was carried out on silica gel 60 (particle size 0.040-0.063 mm; EM Science, Mer... The product is [C@@H]1(C[C@H](O)[C@@H](C)O1)N1C=NC=2C(N)=NC=NC12 (2′,5′-dideoxyadenosine), Monotriethylammonium N6-(4-monomethoxytrityl)-9-(2-phosphonylmethoxypropyl)-adenine. Reagents/catalysts: [O-][Mo](=O)(=O)[O-] (molybdate). As a reaction SMILES: [P].C[O:3][C:4]1[CH:5]=CC(C=O)=[CH:8][CH:9]=1.[NH:12]1[CH:16]=NN=N1.C1(C)C=C(C)C=C(C)C=1S([N:28]1[CH:32]=[N:31][C:30]([N+:33]([O-])=O)=N1)(=O)=O.[CH3:37][N:38]([CH3:41])[CH:39]=[O:40]>O.[O-][Mo]([O-])(=O)=O.O1CCCC1.N1C=CC=CC=1.C(#N)C>[C@@H:39]1([N:38]2[C:41]3[N:28]=[CH:32][N:31]=[C:30]([NH2:33])[C:16]=3[N:12]=[CH:37]2)[O:40][C@H:9]([CH3:8])[C@@H:4]([OH:3])[CH2:5]1. Solvent: N1=CC=CC=C1 (pyridine), C(C)#N (acetonitrile), O1CCCC1 (tetrahydrofuran), O (water). Starting materials: CN(C=O)C (dimethylformamide), COC=1C=CC(=CC1)C=O (anisaldehyde), [ 51 ], N1N=NN=C1 (1H-tetrazole), C1(=C(C(=CC(=C1)C)C)S(=O)(=O)N1N=C(N=C1)[N+](=O)[O-])C (1-(mesitylenesulfonyl)-3-nitro-1H-1,2,4-triazole), [ 53,54 ], [P] (Phosphorus), Sugar, [ 52 ]. As a reaction SMILES: C(=O)(O[CH:4]1[C:13]2[C:8](=[CH:9][CH:10]=[C:11](Br)[N:12]=2)[N:7]([C:15](=[O:17])[CH3:16])[C:6]([CH2:19]C2C=CC=CC=2)(C)[CH2:5]1)N.C([O-])=O.[NH4+:30].[H][H]>C(O)C.[C].[Pd]>[C:15]([N:7]1[C:8]2[C:13](=[N:12][CH:11]=[CH:10][CH:9]=2)[CH:4]([NH2:30])[CH2:5][CH:6]1[CH3:19])(=[O:17])[CH3:16] |f:1.2,5.6|. Solvent: C(C)O (ethanol). Starting materials: C(N)(OC1CC(N(C2=CC=C(N=C12)Br)C(C)=O)(C)CC1=CC=CC=C1)=O (benzyl-1-acetyl-6-bromo-2-methyl-1,2,3,4-tetrahydro-1,5-naphthyridin-4-yl carbamate), C(=O)[O-].[NH4+] (ammonium formate), [H][H] (hydrogen). Yields the product C(C)(=O)N1C(CC(C2=NC=CC=C12)N)C (1-acetyl-4-amino-2-methyl-3,4-dihydro-2H-[1,5]naphthyridine). Reported procedure: [Step 3] 279 mg of the benzyl-1-acetyl-6-bromo-2-methyl-1,2,3,4-tetrahydro-1,5-naphthyridin-4-yl carbamate and 126 mg of ammonium formate were dissolved in 5 mL of ethanol followed by adding 112 mg of 10% palladium carbon and stirring for 6 hours under normal pressure in a hydrogen atmosphere at room temperature. Following completion of the reaction, the solution was filtered with celite and concentrated under reduced pressure. The resulting residue was neutralized with saturated sodium bicarbon... The yield is 62.1%. Reagents/catalysts: [C].[Pd] (palladium carbon). Starting materials: Br.C(C)(=O)O (hydrogen bromide acetic acid), CS(=O)(=O)O.C(C1=CC=CC=C1)OC(=O)NCCC(=O)OC1=C(C=C(C=C1)C(N)=N)C(C1=CC=CC=C1)=O (4-amidino-2-benzoylphenyl 3-benzyloxycarbonylaminopropionate methanesulfonate). Run in C(C)OCC (ethyl ether). Reaction conditions: time 1 hour. Yields the product NCCC(=O)OC1=C(C=C(C=C1)C(N)=N)C(C1=CC=CC=C1)=O (4-amidino-2-benzoylphenyl 3-aminopropionate). The yield is 87.0%. Reaction SMILES: Br.C(O)(=O)C.CS(O)(=O)=O.C(OC([NH:21][CH2:22][CH2:23][C:24]([O:26][C:27]1[CH:32]=[CH:31][C:30]([C:33](=[NH:35])[NH2:34])=[CH:29][C:28]=1[C:36](=[O:43])[C:37]1[CH:42]=[CH:41][CH:40]=[CH:39][CH:38]=1)=[O:25])=O)C1C=CC=CC=1>C(OCC)C>[NH2:21][CH2:22][CH2:23][C:24]([O:26][C:27]1[CH:32]=[CH:31][C:30]([C:33](=[NH:34])[NH2:35])=[CH:29][C:28]=1[C:36](=[O:43])[C:37]1[CH:42]=[CH:41][CH:40]=[CH:39][CH:38]=1)=[O:25] |f:0.1,2.3|. Procedure details: To 4.0 ml of a 30% hydrogen bromide-acetic acid mixture, was added 1.0 g of 4-amidino-2-benzoylphenyl 3-benzyloxycarbonylaminopropionate methanesulfonate. The mixture was stirred for one hour at room temperature to dissolve the crystals, forming a homogeneous yellow solution. Anhydrous ethyl ether was added to the solution to precipitate a white or pale yellow powder. After removing the supernatant, the residue was washed a few times with ethyl ether to obtain 0.5 g of a hygroscopic powder of 4-...